Dataset: the Open Reaction Database (ORD), a public repository of structured organic reaction records. Task: describe an organic reaction: reactants, conditions, products, and yield Reactants: Cl[C@@H](C(=O)OC(C1=CC=CC=C1)C1=CC=CC=C1)C (benzhydryl (2R)-2-chloropropionate), O\N=C(/C(=O)OCC=C)\C=1N=C(SC1)NC(C1=CC=CC=C1)(C1=CC=CC=C1)C1=CC=CC=C1 (allyl (Z)-2-hydroxyimino-2-(2-tritylaminothiazol-4-yl)acetate), C([O-])([O-])=O.[K+].[K+] (potassium carbonate). The solvent is CS(=O)C (dimethylsulfoxide). Run at time 30 minute. Yields the product C(C1=CC=CC=C1)(C1=CC=CC=C1)(C1=CC=CC=C1)NC=1SC=C(N1)C(C(=O)O)=NO[C@@H](C)C(=O)OC(C1=CC=CC=C1)C1=CC=CC=C1 (2-(2-tritylamino-thiazol-4-yl)-2-{(1S)-1-diphenylmethoxycarbonylethoxyimino}acetic acid). RXN SMILES: Cl[C@H:2]([CH3:19])[C:3]([O:5][CH:6]([C:13]1[CH:18]=[CH:17][CH:16]=[CH:15][CH:14]=1)[C:7]1[CH:12]=[CH:11][CH:10]=[CH:9][CH:8]=1)=[O:4].[OH:20]/[N:21]=[C:22](/[C:29]1[N:30]=[C:31]([NH:34][C:35]([C:48]2[CH:53]=[CH:52][CH:51]=[CH:50][CH:49]=2)([C:42]2[CH:47]=[CH:46][CH:45]=[CH:44][CH:43]=2)[C:36]2[CH:41]=[CH:40][CH:39]=[CH:38][CH:37]=2)[S:32][CH:33]=1)\[C:23]([O:25]CC=C)=[O:24].C(=O)([O-])[O-].[K+].[K+]>CS(C)=O>[C:35]([NH:34][C:31]1[S:32][CH:33]=[C:29]([C:22](=[N:21][O:20][C@H:2]([C:3]([O:5][CH:6]([C:13]2[CH:18]=[CH:17][CH:16]=[CH:15][CH:14]=2)[C:7]2[CH:12]=[CH:11][CH:10]=[CH:9][CH:8]=2)=[O:4])[CH3:19])[C:23]([OH:25])=[O:24])[N:30]=1)([C:48]1[CH:53]=[CH:52][CH:51]=[CH:50][CH:49]=1)([C:42]1[CH:43]=[CH:44][CH:45]=[CH:46][CH:47]=1)[C:36]1[CH:41]=[CH:40][CH:39]=[CH:38][CH:37]=1 |f:2.3.4|. Procedure details: In 11 ml of dimethylformamide was dissolved 2.16 g of benzhydryl L-lactate. After cooling the solution to -40° C., 0.8 ml of sulfuryl chloride was added thereto followed by stirring for an hour. Thereafter the reaction solution was extracted with ethyl acetate and a sodium bicarbonate aqueous solution. The organic phase was washed with water, dried and then concentrated to dryness to give 1.8 g of benzhydryl (2R)-2-chloropropionate. This ester was reacted with 3.1 g of allyl (Z)-2-hydroxyimino-2... The reactants are CCOC(=O)C(C)Cc1ccncc1, C[Si](C)(C)C#N, CN(C)C(=O)Cl, CCOC(C)=O, O, O=C(OO)c1cccc(Cl)c1. Yields the product CCOC(=O)C(C)Cc1ccnc(C#N)c1. RXN SMILES: [CH3:1][CH:2]([C:3](=[O:4])[O:5][CH2:6][CH3:7])[CH2:8][c:9]1[cH:10][cH:11][n:12][cH:13][cH:14]1.[CH3:26][Si:27]([CH3:28])([CH3:29])[C:30]#[N:31].[CH3:32][N:33]([CH3:34])[C:35]([Cl:36])=[O:37].[CH3:38][CH2:39][O:40][C:41](=[O:42])[CH3:43].[OH2:44].[OH:15][O:16][C:17]([c:18]1[cH:19][c:20]([Cl:21])[cH:22][cH:23][cH:24]1)=[O:25]>>[CH3:1][CH:2]([C:3](=[O:4])[O:5][CH2:6][CH3:7])[CH2:8][c:9]1[cH:10][cH:11][n:12][c:13]([C:30]#[N:31])[cH:14]1. The yield is 1.5%. The product is C(CCC)N1N=C2C(=NC=3C=CN=CC3C2=C1CC(C)C)N (2-butyl-1-(2-methylpropyl)-2H-pyrazolo[3,4-c]-1,6-naphthyridin-4-amine). The reagents and catalysts are C(C)(=O)[O-].[Pd+2].C(C)(=O)[O-] (palladium (II) acetate). Conditions: temperature 100 celsius. Starting materials: C1(=CC=CC=C1)P(C1=CC=CC=C1)C1=CC=CC=C1 (triphenylphosphine), C(C)(C)(C)OC(=O)NC1=C(C=NC=C1)B(O)O (4-[(tert-butoxycarbonyl)amino]pyridin-3-ylboronic acid), C(CCC)N1N=C2C(=NC=3C=CC=CC3C2=C1CC(C)C)N (2-Butyl-1-(2-methylpropyl)-2H-pyrazolo[3,4-c]quinolin-4-amine). RXN SMILES: C(OC([NH:8]C1C=CN=CC=1B(O)O)=O)(C)(C)C.[CH2:18]([N:22]1[C:34]([CH2:35][CH:36]([CH3:38])[CH3:37])=[C:33]2[C:24]([C:25]([NH2:39])=[N:26][C:27]3[CH:28]=[CH:29]C=[CH:31][C:32]=32)=[N:23]1)[CH2:19][CH2:20][CH3:21].C1(P(C2C=CC=CC=2)C2C=CC=CC=2)C=CC=CC=1>C([O-])(=O)C.[Pd+2].C([O-])(=O)C>[CH2:18]([N:22]1[C:34]([CH2:35][CH:36]([CH3:38])[CH3:37])=[C:33]2[C:24]([C:25]([NH2:39])=[N:26][C:27]3[CH:28]=[CH:29][N:8]=[CH:31][C:32]=32)=[N:23]1)[CH2:19][CH2:20][CH3:21] |f:3.4.5|. Procedure: 2-Butyl-1-(2-methylpropyl)-2H-pyrazolo[3,4-c]-1,6-naphthyridin-4-amine was synthesized from 4-[(tert-butoxycarbonyl)amino]pyridin-3-ylboronic acid (2.48 g, 10.4 mmol) and 4-bromo-1-butyl-5-(2-methylpropyl)-1H-pyrazole-3-carbonitrile (prepared as described in Parts A-F of Example 4, 1.56 g, 5.49 mmol) according to the reaction conditions described in Examples 52-54. Additional palladium (II) acetate (50 mg) and triphenylphosphine (170 mg) were added after the reaction had been heated for 23 hours... The reagents and catalysts are N,N-DMF. Reaction SMILES: [Br:1][C:2]1[CH:3]=[C:4]([CH:8]=[C:9]([CH2:13][CH3:14])[C:10]=1[O:11][CH3:12])[C:5]([OH:7])=O.[C:15](Cl)(=[O:19])[C:16](Cl)=O.[Sn](Cl)(Cl)(Cl)Cl.[CH2:26]([C:33]1(C)[CH:37](C)[CH:36]=[CH:35]O1)[C:27]1[CH:32]=[CH:31][CH:30]=[CH:29][CH:28]=1>>[CH2:26]([C:33]1[O:19][C:15]([CH3:16])=[C:36]([CH3:35])[C:37]=1[C:5]([C:4]1[CH:8]=[C:9]([CH2:13][CH3:14])[C:10]([O:11][CH3:12])=[C:2]([Br:1])[CH:3]=1)=[O:7])[C:27]1[CH:28]=[CH:29][CH:30]=[CH:31][CH:32]=1. The yield is 96.2%. Product: C(C1=CC=CC=C1)C=1OC(=C(C1C(=O)C1=CC(=C(C(=C1)CC)OC)Br)C)C ((2-Benzyl-4,5-dimethyl-furan-3-yl)-(3-bromo-5-ethyl-4-methoxy-phenyl)-methanone). Starting materials: BrC=1C=C(C(=O)O)C=C(C1OC)CC (3-bromo-5-ethyl-4-methoxybenzoic acid), C(C1=CC=CC=C1)C1(OC=CC1C)C (2-benzyl-2,3-dimethylfuran), C(C(=O)Cl)(=O)Cl (oxalyl chloride), [Sn](Cl)(Cl)(Cl)Cl (tin(IV) chloride). Reported procedure: The title compound was prepared according to the procedure in Example 1, step 4, using 3-bromo-5-ethyl-4-methoxybenzoic acid (4.95 g, 19.1 mmol), oxalyl chloride (1.8 mL, 20.7 mmol), N,N-DMF (2 drops), tin(IV) chloride (2.50 mL, 21.4 mmol) and 2-benzyl-2,3-dimethylfuran (4.30 g, 23.1 mmol) to give 7.85 g (96%) of the title compound. 1H NMR: consistent.